Dataset: the Open Reaction Database (ORD), a public repository of structured organic reaction records. Task: describe an organic reaction: reactants, conditions, products, and yield Reactants: polyethylene glycol, CN1CC[C@]23C=4C5=CC=C(C4O[C@H]2C(=O)CC[C@H]3[C@H]1C5)O.Cl (hydromorphone HCl), hydroxypropyl methylcellulose, hydroxypropyl cellulose, D&C Red No. 30 aluminum lake. The reagents and catalysts are [O-2].[O-2].[Ti+4] (titanium dioxide). The solvent is O (water). Yields the product CN1CC[C@]23C=4C5=CC=C(C4O[C@H]2C(=O)CC[C@H]3[C@H]1C5)O (Hydromorphone). Reaction SMILES: [CH3:1][N:2]1[C@@H:19]2[CH2:20][C:7]3=[CH:8][CH:9]=[C:10]([OH:21])[C:11]4[O:12][C@H:13]5[C:14]([CH2:16][CH2:17][C@@H:18]2[C@:5]5([C:6]=43)[CH2:4][CH2:3]1)=[O:15].Cl>O.[O-2].[O-2].[Ti+4]>[CH3:1][N:2]1[C@@H:19]2[CH2:20][C:7]3=[CH:8][CH:9]=[C:10]([OH:21])[C:11]4[O:12][C@H:13]5[C:14]([CH2:16][CH2:17][C@@H:18]2[C@:5]5([C:6]=43)[CH2:4][CH2:3]1)=[O:15] |f:0.1,3.4.5|. Reported procedure: Drug Loading. Hydromorphone beads were prepared by dissolving hydromorphone HCl in water, adding Opadry Y-5-1442, light pink (a product commercially available from Colorcon, West Point, Pa., which contains hydroxypropyl methylcellulose, hydroxypropyl cellulose, titanium dioxide, polyethylene glycol and D&C Red No. 30 aluminum lake) and mixing for about 1 hour to obtain a 20% w/w suspension. This suspension was then sprayed onto Nu-Pareil 18/20 mesh beads using a Wurster insert.